Dataset: the Open Reaction Database (ORD), a public repository of structured organic reaction records. Task: describe an organic reaction: reactants, conditions, products, and yield Starting materials: O=C(O)c1ccc(Br)cc1Cl, O=C([O-])[O-], CN(C)C=O, CI, [K+], [K+], O. Yields the product COC(=O)c1ccc(Br)cc1Cl. Reaction SMILES: [Br:1][c:2]1[cH:3][c:4]([Cl:11])[c:5]([C:6](=[O:7])[OH:8])[cH:9][cH:10]1.[C:12](=[O:13])([O-:14])[O-:15].[CH3:21][N:22]([CH3:23])[CH:24]=[O:25].[I:18][CH3:19].[K+:16].[K+:17].[OH2:20]>>[Br:1][c:2]1[cH:3][c:4]([Cl:11])[c:5]([C:6](=[O:7])[O:8][CH3:12])[cH:9][cH:10]1.